This data is from the Open Reaction Database (ORD), a public repository of structured organic reaction records. The task is: describe an organic reaction: reactants, conditions, products, and yield Reactants: ClC1=CC=C(C=C1)O (4-chlorophenol), ClCC1=C(C(C(=O)N)=CC=C1)C(=O)N (chloromethylphthalamide), CO (methanol). Reagents/catalysts: [Cl-].[Zn+2].[Cl-] (zinc chloride). Conditions: temperature 90 celsius, time 48 hour. The product is ClC=1C=CC(=C(CN2C(C3=CC=CC=C3C2=O)=O)C1)O (2-(5-Chloro-2-hydroxy-benzyl)-isoindole-1,3-dione). As a reaction SMILES: [Cl:1][C:2]1[CH:7]=[CH:6][C:5]([OH:8])=[CH:4][CH:3]=1.ClC[C:11]1[CH:19]=[CH:18][CH:17]=[C:13]([C:14](N)=[O:15])[C:12]=1[C:20]([NH2:22])=[O:21].[CH3:23]O>[Cl-].[Zn+2].[Cl-]>[Cl:1][C:2]1[CH:7]=[CH:6][C:5]([OH:8])=[C:4]([CH:3]=1)[CH2:23][N:22]1[C:20](=[O:21])[C:12]2[C:13](=[CH:17][CH:18]=[CH:19][CH:11]=2)[C:14]1=[O:15] |f:3.4.5|. Reported procedure: To 4-chlorophenol (2.0 g, 15.5 mmol) and chloromethylphthalamide (2.62 g, 13.4 mmol) was added zinc chloride (3 mL, 0.5 M in tetrahydrofuran, 1.5 mmol). The reaction was stirred at 90° C. for 48 hours. After cooling the reaction was diluted with methanol (15 mL) and brought to reflux. After 30 minutes the hot suspension was filtered through a medium glass frit and concentrated to an off-white solid. Methanol (50 mL) was again added and the reaction brought to reflux. After 3 hours the hot suspen... Reactants: N1CCNCC1 (piperazine), C(CCCCCCCCCCC)(=O)Cl (dodecanoyl chloride). Yields the product O=C(CCCCCCCCCCC)N1CCN(CC1)C(CCCCCCCCCCC)=O (1,4-bis(1-oxododecyl)-piperazine). As a reaction SMILES: [NH:1]1[CH2:6][CH2:5][NH:4][CH2:3][CH2:2]1.[C:7](Cl)(=[O:19])[CH2:8][CH2:9][CH2:10][CH2:11][CH2:12][CH2:13][CH2:14][CH2:15][CH2:16][CH2:17][CH3:18]>>[O:19]=[C:7]([N:1]1[CH2:6][CH2:5][N:4]([C:7](=[O:19])[CH2:8][CH2:9][CH2:10][CH2:11][CH2:12][CH2:13][CH2:14][CH2:15][CH2:16][CH2:17][CH3:18])[CH2:3][CH2:2]1)[CH2:8][CH2:9][CH2:10][CH2:11][CH2:12][CH2:13][CH2:14][CH2:15][CH2:16][CH2:17][CH3:18]. Procedure details: Example 1 was repeated using piperazine and two equivalents of dodecanoyl chloride to obtain 1,4-bis(1-oxododecyl)-piperazine. Reactants: NC1CCC(Nc2cc(Br)ccn2)CC1, COCCOC, CCOC(C)=O, CO, CS(C)=O, CCO, CC1(C)OB(c2cccc(F)n2)OC1(C)C, [Na+], [Na+], O=C([O-])[O-]. Product: NC1CCC(Nc2cc(-c3cccc(F)n3)ccn2)CC1. Reaction SMILES: [Br:1][c:2]1[cH:3][c:4]([NH:8][CH:9]2[CH2:10][CH2:11][CH:12]([NH2:15])[CH2:13][CH2:14]2)[n:5][cH:6][cH:7]1.[CH3:32][O:33][CH2:34][CH2:35][O:36][CH3:37].[CH3:44][CH2:45][O:46][C:47](=[O:48])[CH3:49].[CH3:50][OH:51].[CH3:52][S:53]([CH3:54])=[O:55].[CH3:56][CH2:57][OH:58].[F:16][c:17]1[n:18][c:19]([B:23]2[O:24][C:25]([CH3:26])([CH3:27])[C:28]([CH3:29])([CH3:30])[O:31]2)[cH:20][cH:21][cH:22]1.[Na+:38].[Na+:39].[O-:40][C:41](=[O:42])[O-:43]>>[c:2]1(-[c:19]2[n:18][c:17]([F:16])[cH:22][cH:21][cH:20]2)[cH:3][c:4]([NH:8][CH:9]2[CH2:10][CH2:11][CH:12]([NH2:15])[CH2:13][CH2:14]2)[n:5][cH:6][cH:7]1. The reactants are CC1(C)CC2(CC(C)(C)N1c1nc(Cl)nc(N3CCOCC3)n1)OCCO2, [Na+], [OH-], O, OCCNCCO, Cc1ccccc1C. Product: CC1(C)CC2(CC(C)(C)N1c1nc(N(CCO)CCO)nc(N3CCOCC3)n1)OCCO2. As a reaction SMILES: [Cl:10][c:11]1[n:12][c:13]([N:23]2[C:24]([CH3:35])([CH3:36])[CH2:25][C:26]3([CH2:27][C:28]2([CH3:29])[CH3:30])[O:31][CH2:32][CH2:33][O:34]3)[n:14][c:15]([N:17]2[CH2:18][CH2:19][O:20][CH2:21][CH2:22]2)[n:16]1.[Na+:9].[OH-:8].[OH2:37].[OH:1][CH2:2][CH2:3][NH:4][CH2:5][CH2:6][OH:7].[c:38]1([CH3:39])[c:40]([CH3:41])[cH:42][cH:43][cH:44][cH:45]1>>[OH:1][CH2:2][CH2:3][N:4]([CH2:5][CH2:6][OH:7])[c:11]1[n:12][c:13]([N:23]2[C:24]([CH3:35])([CH3:36])[CH2:25][C:26]3([CH2:27][C:28]2([CH3:29])[CH3:30])[O:31][CH2:32][CH2:33][O:34]3)[n:14][c:15]([N:17]2[CH2:18][CH2:19][O:20][CH2:21][CH2:22]2)[n:16]1. The reactants are FC(C1CC(=O)OC(C1)=O)(F)F (3-trifluoromethylglutaric anhydride), COC(=O)C1(CCC1)SC1=C(C=C(C(=C1)N)F)Cl (1-(5-amino-2-chloro-4-fluoro-phenylthio)-cyclobutanecarboxylic acid methyl ester). Run in C1=CC=CC=C1 (benzene). The product is ClC1=CC(=C(C=C1SC1(CCC1)C(=O)OC)NC(CC(CC(=O)O)C(F)(F)F)=O)F (N-[4-chloro-2-fluoro-5-(1-methoxycarbonyl-cyclobutylthio)-phenyl]-3-trifluoromethylglutaric acid monoamide). Yield: 84.7%. As a reaction SMILES: [F:1][C:2]([F:12])([F:11])[CH:3]1[CH2:9][C:8](=[O:10])[O:7][C:5](=[O:6])[CH2:4]1.[CH3:13][O:14][C:15]([C:17]1([S:21][C:22]2[CH:27]=[C:26]([NH2:28])[C:25]([F:29])=[CH:24][C:23]=2[Cl:30])[CH2:20][CH2:19][CH2:18]1)=[O:16]>C1C=CC=CC=1>[Cl:30][C:23]1[C:22]([S:21][C:17]2([C:15]([O:14][CH3:13])=[O:16])[CH2:18][CH2:19][CH2:20]2)=[CH:27][C:26]([NH:28][C:8](=[O:10])[CH2:9][CH:3]([C:2]([F:1])([F:12])[F:11])[CH2:4][C:5]([OH:7])=[O:6])=[C:25]([F:29])[CH:24]=1. Procedure: A mixture of 3.6 g of 3-trifluoromethylglutaric anhydride and 5.8 g of 1-(5-amino-2-chloro-4-fluoro-phenylthio)-cyclobutanecarboxylic acid methyl ester in 65 ml of benzene is heated under reflux for 3 hours while stirring. The resulting precipitate is then separated off, washed with diisopropyl ether and dried, yielding 7.9 g of N-[4-chloro-2-fluoro-5-(1-methoxycarbonyl-cyclobutylthio)-phenyl]-3-trifluoromethylglutaric acid monoamide having a melting point of from +165° to +167° C. Reactants: NC1(CCC1)C1=CC=C(C=C1)C=1C(=CC2=C(OCC(N2CCC#N)=O)N1)C1=CC=CC=C1 (3-(6-(4-(1-aminocyclobutyl)phenyl)-2-oxo-7-phenyl-2,3-dihydro-1H-pyrido[2,3-b][1,4]oxazin-1-yl)propanenitrile), C(C)(C)(C)OC(NC1(CCC1)C1=CC=C(C=C1)C=1C(=CC2=C(OC(C(N2C)=O)C)N1)C1=CC=CC=C1)=O (tert-butyl(1-(4-(1,3-dimethyl-2-oxo-7-phenyl-2,3-dihydro-1H-pyrido[2,3-b][1,4]oxazin-6-yl)phenyl)cyclobutyl)carbamate). Procedure: Following the procedure for 3-(6-(4-(1-aminocyclobutyl)phenyl)-2-oxo-7-phenyl-2,3-dihydro-1H-pyrido[2,3-b][1,4]oxazin-1-yl)propanenitrile, tert-butyl(1-(4-(1,3-dimethyl-2-oxo-7-phenyl-2,3-dihydro-1H-pyrido[2,3-b][1,4]oxazin-6-yl)phenyl)cyclobutyl)carbamate (40 mg, 0.08 mmol) was reacted to afford the title compound (34.5 mg). 1H NMR (500 MHz, CH3OD) 7.56 (s, 1H), 7.42 (d, 2H), 7.38 (d,2H), 7.31 (m, 3H), 7.24 (m, 2H), 5.06 (q, 1H), 3.44 (s, 3H), 2.73-2.77 (m, 2H), 2.53-2.59 (m, 2H), 2.20-2.26 (m,... The yield is 112.5%. RXN SMILES: NC1(C2C=CC(C3C(C4C=CC=CC=4)=CC4N(CCC#N)C(=O)COC=4N=3)=CC=2)CCC1.C(OC(=O)[NH:39][C:40]1([C:44]2[CH:49]=[CH:48][C:47]([C:50]3[C:51]([C:63]4[CH:68]=[CH:67][CH:66]=[CH:65][CH:64]=4)=[CH:52][C:53]4[N:58]([CH3:59])[C:57](=O)[CH:56]([CH3:61])[O:55][C:54]=4[N:62]=3)=[CH:46][CH:45]=2)[CH2:43][CH2:42][CH2:41]1)(C)(C)C>>[NH2:39][C:40]1([C:44]2[CH:45]=[CH:46][C:47]([C:50]3[C:51]([C:63]4[CH:64]=[CH:65][CH:66]=[CH:67][CH:68]=4)=[CH:52][C:53]4[N:58]([CH3:59])[CH:57]=[C:56]([CH3:61])[O:55][C:54]=4[N:62]=3)=[CH:48][CH:49]=2)[CH2:41][CH2:42][CH2:43]1. Product: NC1(CCC1)C1=CC=C(C=C1)C=1C(=CC2=C(OC(=CN2C)C)N1)C1=CC=CC=C1 (6-(4-(1-aminocyclobutyl)phenyl)-1,3-dimethyl-7-phenyl-1H-pyrido[2,3-b][1,4]oxazin).